From a dataset of the Open Reaction Database (ORD), a public repository of structured organic reaction records. describe an organic reaction: reactants, conditions, products, and yield The reactants are CN1C(N(CC1)C)=S (1,3-dimethylimidazolin-2-thione), ClCC(CCl)=O (1,3-dichloropropanone). Run in CC(=O)C (acetone), CC(=O)C (acetone). Run at time 18 hour. The product is [Cl-].C[NH+]1C(N(C=C1)C)SCC(CCl)=O (1,3-dimethyl-2-[(3-chloro-2-oxopropyl)thio]-1H-imidazolium chloride). Isolated yield 173.3%. As a reaction SMILES: [CH3:1][N:2]1[CH2:6][CH2:5][N:4]([CH3:7])[C:3]1=[S:8].[Cl:9][CH2:10][C:11](=[O:14])[CH2:12]Cl>CC(C)=O>[Cl-:9].[CH3:1][NH+:2]1[CH:6]=[CH:5][N:4]([CH3:7])[CH:3]1[S:8][CH2:12][C:11](=[O:14])[CH2:10][Cl:9] |f:3.4|. Reported procedure: A solution of 1.01 g (0.0079 mol) of 1,3-dimethylimidazolin-2-thione (prepared by the procedure Of B.L. Benac et al, Org. Syn. 64, 92 (1985) in 40 mL of acetone was added dropwise to a solution of 1.0 g (0.0079 mol) of 1,3-dichloropropanone in 50 mL of acetone over 2 hours. The resulting solution was stirred at room temperature for 18 hours whereupon a precipitate formed. The latter was removed by filtration and dried to obtain 1.76 g (87%) of 1,3-dimethyl-2-[(3-chloro-2-oxopropyl)thio]-1H-imida... Reactants: CCN(C(C)C)C(C)C, CCOC(=O)C1CCOc2cc(Oc3ccc(C(=O)O)cc3)c(Cl)cc21, O=C(Cl)C(=O)Cl, NCCc1ccc(Cl)cc1, ClCCl, CN(C)C=O. Yields the product CCOC(=O)C1CCOc2cc(Oc3ccc(C(=O)NCCc4ccc(Cl)cc4)cc3)c(Cl)cc21. RXN SMILES: [CH:43]([N:44]([CH:45]([CH3:46])[CH3:47])[CH2:48][CH3:49])([CH3:50])[CH3:51].[Cl:1][c:2]1[cH:3][c:4]2[c:9]([cH:10][c:11]1[O:12][c:13]1[cH:14][cH:15][c:16]([C:17](=[O:18])[OH:19])[cH:20][cH:21]1)[O:8][CH2:7][CH2:6][CH:5]2[C:22](=[O:23])[O:24][CH2:25][CH3:26].[Cl:27][C:28]([C:29]([Cl:30])=[O:31])=[O:32].[Cl:33][c:34]1[cH:35][cH:36][c:37]([CH2:40][CH2:41][NH2:42])[cH:38][cH:39]1.[Cl:52][CH2:53][Cl:54].[O:55]=[CH:56][N:57]([CH3:58])[CH3:59]>>[Cl:1][c:2]1[cH:3][c:4]2[c:9]([cH:10][c:11]1[O:12][c:13]1[cH:14][cH:15][c:16]([C:17](=[O:19])[NH:42][CH2:41][CH2:40][c:37]3[cH:36][cH:35][c:34]([Cl:33])[cH:39][cH:38]3)[cH:20][cH:21]1)[O:8][CH2:7][CH2:6][CH:5]2[C:22](=[O:23])[O:24][CH2:25][CH3:26]. Starting materials: CCCCCCNS(=O)(=O)CCC, ClSC(Cl)(Cl)C(Cl)Cl, ClCCl, [Na+], [OH-]. The product is CCCCCCN(SC(Cl)(Cl)C(Cl)Cl)S(=O)(=O)CCC. As a reaction SMILES: [CH2:3]([CH2:4][CH3:5])[S:6](=[O:7])(=[O:8])[NH:9][CH2:10][CH2:11][CH2:12][CH2:13][CH2:14][CH3:15].[Cl:16][C:17]([CH:18]([Cl:19])[Cl:20])([Cl:21])[S:22][Cl:23].[Cl:24][CH2:25][Cl:26].[Na+:2].[OH-:1]>>[CH2:3]([CH2:4][CH3:5])[S:6](=[O:7])(=[O:8])[N:9]([CH2:10][CH2:11][CH2:12][CH2:13][CH2:14][CH3:15])[S:22][C:17]([Cl:16])([CH:18]([Cl:19])[Cl:20])[Cl:21]. The reactants are N1CCNCC1 (Piperazine), C1(CCC2=CC=CC=C12)=O (indan-1-one), [BH4-].[Na+] (sodium borohydride). The reagents and catalysts are CC([O-])C.[Ti+4].CC([O-])C.CC([O-])C.CC([O-])C (titanium(IV) isopropoxide). Yields the product C1(CCC2=CC=CC=C12)N1CCNCC1 (1-(Indan-1-yl)piperazine). The yield is 37.1%. Reaction SMILES: [NH:1]1[CH2:6][CH2:5][NH:4][CH2:3][CH2:2]1.[C:7]1(=O)[C:15]2[C:10](=[CH:11][CH:12]=[CH:13][CH:14]=2)[CH2:9][CH2:8]1.[BH4-].[Na+]>CC(C)[O-].[Ti+4].CC(C)[O-].CC(C)[O-].CC(C)[O-]>[CH:7]1([N:1]2[CH2:6][CH2:5][NH:4][CH2:3][CH2:2]2)[C:15]2[C:10](=[CH:11][CH:12]=[CH:13][CH:14]=2)[CH2:9][CH2:8]1 |f:2.3,4.5.6.7.8|. Reported procedure: Piperazine (17.2 g, 0.2 mol), indan-1-one (2.6 g, 20 mmol), titanium(IV) isopropoxide (13.3 ml, 40 mmol) and sodium borohydride (3.6 g, 95 mmol) were reacted by Method A to give the product (1.5 g, 37.1%). The crude product was used without purification. Reactants: N1=CN(C2=NC=CC=C21)C2=CC=C(C=C2)CC(=O)O ((4-imidazo[4,5-b]pyridin-3-yl-phenyl)acetic acid), COC1=CC=C(C=2C=C(C=C(C2)N)C(F)(F)F)C=C1 (4′-methoxy-5-trifluoromethyl-biphen-3-ylamine). The solvent is CCCCCC.CCOC(=O)C (Hexane EtOAc). The product is N1=CN(C2=NC=CC=C21)C2=CC=C(C=C2)CC(=O)NC2=CC(=CC(=C2)C2=CC=C(C=C2)OC)C(F)(F)F (2-(4-imidazo[4,5-b]pyridin-3-yl-phenyl)-N-(4′-methoxy-5-trifluoromethyl-biphen-3-yl)-acetamide). RXN SMILES: [N:1]1[C:9]2[C:4](=[N:5][CH:6]=[CH:7][CH:8]=2)[N:3]([C:10]2[CH:15]=[CH:14][C:13]([CH2:16][C:17]([OH:19])=O)=[CH:12][CH:11]=2)[CH:2]=1.[CH3:20][O:21][C:22]1[CH:38]=[CH:37][C:25]([C:26]2[CH:27]=[C:28]([C:33]([F:36])([F:35])[F:34])[CH:29]=[C:30]([NH2:32])[CH:31]=2)=[CH:24][CH:23]=1>CCCCCC.CCOC(C)=O>[N:1]1[C:9]2[C:4](=[N:5][CH:6]=[CH:7][CH:8]=2)[N:3]([C:10]2[CH:11]=[CH:12][C:13]([CH2:16][C:17]([NH:32][C:30]3[CH:31]=[C:26]([C:25]4[CH:37]=[CH:38][C:22]([O:21][CH3:20])=[CH:23][CH:24]=4)[CH:27]=[C:28]([C:33]([F:34])([F:35])[F:36])[CH:29]=3)=[O:19])=[CH:14][CH:15]=2)[CH:2]=1 |f:2.3|. Reported procedure: The title compound is prepared as described in Example 1 but using (4-imidazo[4,5-b]pyridin-3-yl-phenyl)acetic acid (Step 7.1) and 4′-methoxy-5-trifluoromethyl-biphen-3-ylamine. Title compound: ES-MS: 502.9 [M+H]+; tR=5.00 min (System 1); Rf=0.21 (Hexane/EtOAc, 1:4). Reactants: C(C)(=O)OCC1=C(C=C(C(=O)OC)C=C1)Br (methyl 4-[(acetyloxy)methyl]-3-bromobenzoate), O (water), C(C)OCC (diethyl ether). The reagents and catalysts are Cl[Pd]([P](C1=CC=CC=C1)(C2=CC=CC=C2)C3=CC=CC=C3)([P](C4=CC=CC=C4)(C5=CC=CC=C5)C6=CC=CC=C6)Cl (bis(triphenylphosphine)-palladium(II) dichloride). Solvent: CN(P(=O)(N(C)C)N(C)C)C (hexamethylphosphoramide), C[Sn](C)(C)C (tetramethyltin). Reaction conditions: temperature 70 celsius, time 3 hour. Product: C(C)(=O)OCC1=C(C=C(C(=O)OC)C=C1)C (methyl 4-[(acetyloxy)methyl]-3-methylbenzoate). As a reaction SMILES: [C:1]([O:4][CH2:5][C:6]1[CH:15]=[CH:14][C:9]([C:10]([O:12][CH3:13])=[O:11])=[CH:8][C:7]=1Br)(=[O:3])[CH3:2].O.[CH2:18](OCC)C>CN(C)P(N(C)C)(N(C)C)=O.C[Sn](C)(C)C.Cl[Pd](Cl)([P](C1C=CC=CC=1)(C1C=CC=CC=1)C1C=CC=CC=1)[P](C1C=CC=CC=1)(C1C=CC=CC=1)C1C=CC=CC=1>[C:1]([O:4][CH2:5][C:6]1[CH:15]=[CH:14][C:9]([C:10]([O:12][CH3:13])=[O:11])=[CH:8][C:7]=1[CH3:18])(=[O:3])[CH3:2] |^1:41,60|. Procedure details: 5.30 g of methyl 4-[(acetyloxy)methyl]-3-bromobenzoate was dissolved in 50 mL of hexamethylphosphoramide, to which 6.6 mL of tetramethyltin and 0.26 g of bis(triphenylphosphine)-palladium(II) dichloride were added at room temperature in a stream of nitrogen, and this solution was stirred for 3 hours at 70° C. The reaction mixture was cooled to room temperature, and was added to a mixture of water and diethyl ether, and then the organic phase was separated therefrom. After the resultant organic p... The reactants are CC(=O)NCC(C(=O)Nc1ccccc1)c1ccc(C(=O)Nc2cc(-c3ccsc3)ccc2NC(=O)OC(C)(C)C)cc1, CCOC(C)=O, ClCCl, [Na+], O=C([O-])O, O=C(O)C(F)(F)F. Product: CC(=O)NCC(C(=O)Nc1ccccc1)c1ccc(C(=O)Nc2cc(-c3ccsc3)ccc2N)cc1. Reaction SMILES: [C:1]([CH3:2])(=[O:3])[NH:4][CH2:5][CH:6]([C:7](=[O:8])[NH:9][c:10]1[cH:11][cH:12][cH:13][cH:14][cH:15]1)[c:16]1[cH:17][cH:18][c:19]([C:20](=[O:21])[NH:22][c:23]2[c:24]([NH:34][C:35](=[O:36])[O:37][C:38]([CH3:39])([CH3:40])[CH3:41])[cH:25][cH:26][c:27](-[c:29]3[cH:30][s:31][cH:32][cH:33]3)[cH:28]2)[cH:42][cH:43]1.[CH3:59][CH2:60][O:61][C:62]([CH3:63])=[O:64].[Cl:56][CH2:57][Cl:58].[Na+:55].[O-:51][C:52]([OH:53])=[O:54].[OH:44][C:45]([C:46]([F:47])([F:48])[F:49])=[O:50]>>[C:1]([CH3:2])(=[O:3])[NH:4][CH2:5][CH:6]([C:7](=[O:8])[NH:9][c:10]1[cH:11][cH:12][cH:13][cH:14][cH:15]1)[c:16]1[cH:17][cH:18][c:19]([C:20](=[O:21])[NH:22][c:23]2[c:24]([NH2:34])[cH:25][cH:26][c:27](-[c:29]3[cH:30][s:31][cH:32][cH:33]3)[cH:28]2)[cH:42][cH:43]1. The reactants are Nc1ccc([N+](=O)[O-])cc1C(=O)c1ccccc1F, Cc1ccc(S(=O)(=O)Cl)cc1, c1ccncc1. The product is Cc1ccc(S(=O)(=O)Nc2ccc([N+](=O)[O-])cc2C(=O)c2ccccc2F)cc1. Reaction SMILES: [NH2:1][c:2]1[c:3]([C:4](=[O:5])[c:6]2[c:7]([F:12])[cH:8][cH:9][cH:10][cH:11]2)[cH:13][c:14]([N+:17](=[O:18])[O-:19])[cH:15][cH:16]1.[S:20](=[O:21])(=[O:22])([c:23]1[cH:24][cH:25][c:26]([CH3:27])[cH:28][cH:29]1)[Cl:30].[cH:31]1[cH:32][cH:33][n:34][cH:35][cH:36]1>>[NH:1]([c:2]1[c:3]([C:4](=[O:5])[c:6]2[c:7]([F:12])[cH:8][cH:9][cH:10][cH:11]2)[cH:13][c:14]([N+:17](=[O:18])[O-:19])[cH:15][cH:16]1)[S:20](=[O:21])(=[O:22])[c:23]1[cH:24][cH:25][c:26]([CH3:27])[cH:28][cH:29]1. The product is CC(C)c1noc(-c2c(Cl)ccc(C(=O)c3cnn(C)c3O)c2Cl)n1. Starting materials: O=C([O-])[O-], COCCOC, CC(C)c1noc(-c2c(Cl)ccc(C(=O)Cl)c2Cl)n1, [K+], [K+], O, Cn1nccc1O. As a reaction SMILES: [C:27](=[O:28])([O-:29])[O-:30].[CH2:33]([CH2:34][O:35][CH3:36])[O:37][CH3:38].[Cl:1][c:2]1[c:3]([C:4](=[O:5])[Cl:6])[cH:7][cH:8][c:9]([Cl:19])[c:10]1-[c:11]1[n:12][c:13]([CH:16]([CH3:17])[CH3:18])[n:14][o:15]1.[K+:31].[K+:32].[OH2:39].[OH:20][c:21]1[cH:22][cH:23][n:24][n:25]1[CH3:26]>>[Cl:1][c:2]1[c:3]([C:4](=[O:5])[c:22]2[c:21]([OH:20])[n:25]([CH3:26])[n:24][cH:23]2)[cH:7][cH:8][c:9]([Cl:19])[c:10]1-[c:11]1[n:12][c:13]([CH:16]([CH3:17])[CH3:18])[n:14][o:15]1.